From a dataset of the Open Reaction Database (ORD), a public repository of structured organic reaction records. describe an organic reaction: reactants, conditions, products, and yield Starting materials: C(C)(C)(C)OC(C1=CC=C(C=C1)C#C)=O (4-ethinyl-benzoic acid tert.-butyl ester), BrC1=C(C=CC=C1)I (bromoiodobenzene), C1=CC=C(C=C1)P(C2=CC=CC=C2)C3=CC=CC=C3 (Ph3P). Reagents/catalysts: Cl[Pd]([P](C1=CC=CC=C1)(C2=CC=CC=C2)C3=CC=CC=C3)([P](C4=CC=CC=C4)(C5=CC=CC=C5)C6=CC=CC=C6)Cl ((Ph3P)2PdCl2), [Cu]I (CuI). Solvent: C(C)NCC (diethylamine), C(C)#N (acetonitrile). Run at temperature 40 celsius, time 72 hour. The product is C(C)(C)(C)OC(=O)C1=CC=C(C#CC2=CC=C(C=C2)Br)C=C1 (4-Bromotolan-4'-carboxylic acid-tert.-butyl ester). Reaction SMILES: [C:1]([O:5][C:6](=[O:15])[C:7]1[CH:12]=[CH:11][C:10]([C:13]#[CH:14])=[CH:9][CH:8]=1)([CH3:4])([CH3:3])[CH3:2].[Br:16][C:17]1[CH:22]=[CH:21][CH:20]=[CH:19][C:18]=1I.C1C=CC(P(C2C=CC=CC=2)C2C=CC=CC=2)=CC=1>C(NCC)C.C(#N)C.Cl[Pd](Cl)([P](C1C=CC=CC=1)(C1C=CC=CC=1)C1C=CC=CC=1)[P](C1C=CC=CC=1)(C1C=CC=CC=1)C1C=CC=CC=1.[Cu]I>[C:1]([O:5][C:6]([C:7]1[CH:8]=[CH:9][C:10]([C:13]#[C:14][C:20]2[CH:21]=[CH:22][C:17]([Br:16])=[CH:18][CH:19]=2)=[CH:11][CH:12]=1)=[O:15])([CH3:4])([CH3:3])[CH3:2] |^1:53,72|. Procedure details: 2.8 g (Ph3P)2PdCl2 and 400 mg of CuI are added to a solution of 40.4 g of 4-ethinyl-benzoic acid tert.-butyl ester, 56.6 g of bromoiodobenzene and 1.34 g of Ph3P in 50 ml of diethylamine and 300 ml of absolute acetonitrile and the reaction mixture is stirred for 72 hours at 40° C., suction filtered and dried. Reactants: O=C1CCC(=O)N1Br, C1CCOC1, Cn1c2ccccc2c(=O)c2cccn21. Product: Cn1c2ccccc2c(=O)c2ccc(Br)n21. Reaction SMILES: [Br:1][N:2]1[C:3](=[O:4])[CH2:5][CH2:6][C:7]1=[O:8].[CH2:24]1[O:25][CH2:26][CH2:27][CH2:28]1.[CH3:9][n:10]1[n:11]2[c:12]([c:13](=[O:20])[c:14]3[cH:15][cH:16][cH:17][cH:18][c:19]13)[cH:21][cH:22][cH:23]2>>[Br:1][c:23]1[n:11]2[n:10]([CH3:9])[c:19]3[c:14]([c:13](=[O:20])[c:12]2[cH:21][cH:22]1)[cH:15][cH:16][cH:17][cH:18]3. Reactants: CCN=C=NCCCN(C)C, CNC(=O)c1ccc(C=CC(=O)O)cc1, CN(C)C=O, Cl, CC(C)(C)C(O[SiH](c1ccccc1)c1ccccc1)c1c(Cl)ccc(-n2cccc2CN)c1Cl, On1nnc2ccccc21. Product: CNC(=O)c1ccc(C=CC(=O)NCc2cccn2-c2ccc(Cl)c(C(O[SiH](c3ccccc3)c3ccccc3)C(C)(C)C)c2Cl)cc1. As a reaction SMILES: [CH2:51]([N:52]=[C:53]=[N:54][CH2:55][CH2:56][CH2:57][N:58]([CH3:59])[CH3:60])[CH3:61].[CH3:35][NH:36][C:37](=[O:38])[c:39]1[cH:40][cH:41][c:42]([CH:43]=[CH:44][C:45](=[O:46])[OH:47])[cH:48][cH:49]1.[CH3:72][N:73]([CH3:74])[CH:75]=[O:76].[ClH:50].[NH2:1][CH2:2][c:3]1[n:4](-[c:8]2[c:9]([Cl:34])[c:10]([CH:15]([O:16][SiH:17]([c:18]3[cH:19][cH:20][cH:21][cH:22][cH:23]3)[c:24]3[cH:25][cH:26][cH:27][cH:28][cH:29]3)[C:30]([CH3:31])([CH3:32])[CH3:33])[c:11]([Cl:14])[cH:12][cH:13]2)[cH:5][cH:6][cH:7]1.[OH:62][n:63]1[c:64]2[cH:65][cH:66][cH:67][cH:68][c:69]2[n:70][n:71]1>>[NH:1]([CH2:2][c:3]1[n:4](-[c:8]2[c:9]([Cl:34])[c:10]([CH:15]([O:16][SiH:17]([c:18]3[cH:19][cH:20][cH:21][cH:22][cH:23]3)[c:24]3[cH:25][cH:26][cH:27][cH:28][cH:29]3)[C:30]([CH3:31])([CH3:32])[CH3:33])[c:11]([Cl:14])[cH:12][cH:13]2)[cH:5][cH:6][cH:7]1)[C:45]([CH:44]=[CH:43][c:42]1[cH:41][cH:40][c:39]([C:37]([NH:36][CH3:35])=[O:38])[cH:49][cH:48]1)=[O:46]. Reactants: C1(CC1)CC(COS(=O)(=O)C)(COS(=O)(=O)C)OC1=CC2=C(C3=NC(=CN3CCO2)C=2N(N=C(N2)C)C(C)C)C=C1 (methanesulfonic acid 2-cyclopropylmethyl-2-[2-(2-isopropyl-5-methyl-2H-[1,2,4]triazol-3-yl)-4,5-dihydro-6-oxa-1,3a-diazabenzo[e]azulen-8-yloxy]-3-methanesulfonyloxypropyl ester). Solvent: C(C1=CC=CC=C1)N (benzylamine). Product: C(C1=CC=CC=C1)N1CC(C1)(OC1=CC2=C(C3=NC(=CN3CCO2)C=2N(N=C(N2)C)C(C)C)C=C1)CC1CC1 (8-(1-Benzyl-3-cyclopropylmethylazetidin-3-yloxy)-2-(2-isopropyl-5-methyl-2H-[1,2,4]triazol-3-yl)-4,5-dihydro-6-oxa-1,3a-diazabenzo[e]azulene). As a reaction SMILES: [CH:1]1([CH2:4][C:5]([O:18][C:19]2[CH:41]=[CH:40][C:22]3[C:23]4[N:27]([CH2:28][CH2:29][O:30][C:21]=3[CH:20]=2)[CH:26]=[C:25]([C:31]2[N:32]([CH:37]([CH3:39])[CH3:38])[N:33]=[C:34]([CH3:36])[N:35]=2)[N:24]=4)([CH2:12]OS(C)(=O)=O)[CH2:6]OS(C)(=O)=O)[CH2:3][CH2:2]1>C(N)C1C=CC=CC=1>[CH2:23]([N:24]1[CH2:6][C:5]([CH2:4][CH:1]2[CH2:3][CH2:2]2)([O:18][C:19]2[CH:41]=[CH:40][C:22]3[C:23]4[N:27]([CH2:28][CH2:29][O:30][C:21]=3[CH:20]=2)[CH:26]=[C:25]([C:31]2[N:32]([CH:37]([CH3:39])[CH3:38])[N:33]=[C:34]([CH3:36])[N:35]=2)[N:24]=4)[CH2:12]1)[C:22]1[CH:40]=[CH:41][CH:19]=[CH:20][CH:21]=1. Procedure: A solution of methanesulfonic acid 2-cyclopropylmethyl-2-[2-(2-isopropyl-5-methyl-2H-[1,2,4]triazol-3-yl)-4,5-dihydro-6-oxa-1,3a-diazabenzo[e]azulen-8-yloxy]-3-methanesulfonyloxypropyl ester from Example 283 (90 mg, 0.1476 mmol) in benzylamine (1 mL) was heated at 180° C. for 2.5 h using microwave irradiation. After cooling to RT, the crude reaction mixture was purified by column chromatography (C18, gradient 30-65% MeOH in 0.5% TFA/H2O) and then loaded onto an Isolute® SCX-2 cartridge. The cart... Starting materials: CC=Cc1c(C)cccc1C(=O)NC1(C(=O)O)Cc2ccccc2C1, CCO. The product is CCCc1c(C)cccc1C(=O)NC1(C(=O)O)Cc2ccccc2C1. As a reaction SMILES: [CH3:1][c:2]1[c:3]([CH:23]=[CH:24][CH3:25])[c:4]([C:5](=[O:6])[NH:7][C:8]2([C:17](=[O:18])[OH:19])[CH2:9][c:10]3[cH:11][cH:12][cH:13][cH:14][c:15]3[CH2:16]2)[cH:20][cH:21][cH:22]1.[CH3:26][CH2:27][OH:28]>>[CH3:1][c:2]1[c:3]([CH2:23][CH2:24][CH3:25])[c:4]([C:5](=[O:6])[NH:7][C:8]2([C:17](=[O:18])[OH:19])[CH2:9][c:10]3[cH:11][cH:12][cH:13][cH:14][c:15]3[CH2:16]2)[cH:20][cH:21][cH:22]1. Reactants: ClC1C2=C(CCC=3C1=NC1=C(C3)C=NN1CC)C=CC=C2 (11-chloro-1-ethyl-1,5,6,11-tetrahydrobenzo[5,6]cyclohepta[1,2-b]pyrazolo[4,3-e]pyridine), Cl (hydrochloric acid), ClC1C2=C(CCC=3C1=NC1=C(C3)C=NN1CC)C=CC=C2 (11-Chloro-1-ethyl-1,5,6,11-tetrahydrobenzo[5,6]cyclohepta[1,2-b]pyrazolo[4,3-e]pyridine), C(CCC)N (butylamine). The solvent is C(C)OC(C)=O (ethylacetate). Product: Cl.C(CCC)NC1C2=C(CCC=3C1=NC1=C(C3)C=NN1CC)C=CC=C2 (N-Butyl-1-ethyl-1,5,6,11-tetrahydrobenzo[5,6]cyclohepta[1,2-b]pyrazolo[4,3-e]pyridin-11-amine, hydrochloride). As a reaction SMILES: [Cl:1][CH:2]1[C:8]2=[N:9][C:10]3[N:15]([CH2:16][CH3:17])[N:14]=[CH:13][C:11]=3[CH:12]=[C:7]2[CH2:6][CH2:5][C:4]2[CH:18]=[CH:19][CH:20]=[CH:21][C:3]1=2.[CH2:22]([NH2:26])[CH2:23][CH2:24][CH3:25].Cl>C(OC(=O)C)C>[ClH:1].[CH2:22]([NH:26][CH:2]1[C:8]2=[N:9][C:10]3[N:15]([CH2:16][CH3:17])[N:14]=[CH:13][C:11]=3[CH:12]=[C:7]2[CH2:6][CH2:5][C:4]2[CH:18]=[CH:19][CH:20]=[CH:21][C:3]1=2)[CH2:23][CH2:24][CH3:25] |f:4.5|. Procedure details: 11.8 g. of 11-chloro-1-ethyl-1,5,6,11-tetrahydrobenzo[5,6]cyclohepta[1,2-b]pyrazolo[4,3-e]pyridine (0.04 mol.), from part (a), and 75 ml. of butylamine are refluxed for 5.5 hours. After evaporation of excessive butylamine, the residue is shaken with 100 ml. of water and 100 ml. of ether. The separated ethereal solution is washed twice with 50 ml. of water, treated with charcoal, dried with Na2SO4 and then evaporated to yield 8.7 g. of an oil. This material is dissolved in 125 ml. of ethylacetate... The reactants are NC(=O)CC(NC(=O)OCc1ccccc1)C(=O)Oc1c(F)c(F)c(F)c(F)c1F, CC(C)(C)NC(=O)C1CCCCC1CC(O)C(N)Cc1ccccc1. The product is CC(C)(C)NC(=O)C1CCCCC1CC(O)C(Cc1ccccc1)NC(=O)C(CC(N)=O)NC(=O)OCc1ccccc1. RXN SMILES: [F:26][c:27]1[c:28]([O:33][C:34](=[O:29])[CH:35]([NH:36][C:37](=[O:38])[O:39][CH2:40][c:41]2[cH:42][cH:43][cH:44][cH:45][cH:46]2)[CH2:47][C:48]([NH2:49])=[O:50])[c:30]([F:31])[c:32]([F:51])[c:52]([F:53])[c:54]1[F:55].[NH2:1][CH:2]([CH:3]([CH2:4][CH:5]1[CH:6]([C:11](=[O:12])[NH:13][C:14]([CH3:15])([CH3:16])[CH3:17])[CH2:7][CH2:8][CH2:9][CH2:10]1)[OH:18])[CH2:19][c:20]1[cH:21][cH:22][cH:23][cH:24][cH:25]1>>[NH:1]([CH:2]([CH:3]([CH2:4][CH:5]1[CH:6]([C:11](=[O:12])[NH:13][C:14]([CH3:15])([CH3:16])[CH3:17])[CH2:7][CH2:8][CH2:9][CH2:10]1)[OH:18])[CH2:19][c:20]1[cH:21][cH:22][cH:23][cH:24][cH:25]1)[C:34](=[O:33])[CH:35]([NH:36][C:37](=[O:38])[O:39][CH2:40][c:41]1[cH:42][cH:43][cH:44][cH:45][cH:46]1)[CH2:47][C:48]([NH2:49])=[O:50].